describe an organic reaction: reactants, conditions, products, and yield From a dataset of the Open Reaction Database (ORD), a public repository of structured organic reaction records. The reactants are BrC1=CC(=C(C(=C1)C)C=1C(C(CC1OC)CC1=NC=CC=C1)=O)C (rac-2-(4-bromo-2,6-dimethylphenyl)-3-methoxy-5-pyridin-2-ylmethylcyclopent-2-enone), C(CCC)[Sn](C#CC)(CCCC)CCCC (tributyl(1-propynyl)tin), tetrakistriphenylphosphine palladium(0). Run in C1(=CC=CC=C1)C (toluene), O (water). Conditions: temperature 130 celsius. The product is CC1=C(C(=CC(=C1)C#CC)C)C=1C(C(CC1OC)CC1=NC=CC=C1)=O (rac-2-(2,6-dimethyl-4-prop-1-ynylphenyl)-3-methoxy-5-pyridin-2-ylmethylcyclopent-2-enone). As a reaction SMILES: Br[C:2]1[CH:7]=[C:6]([CH3:8])[C:5]([C:9]2[C:10](=[O:23])[CH:11]([CH2:16][C:17]3[CH:22]=[CH:21][CH:20]=[CH:19][N:18]=3)[CH2:12][C:13]=2[O:14][CH3:15])=[C:4]([CH3:24])[CH:3]=1.[CH2:25]([Sn](CCCC)(CCCC)C#CC)[CH2:26][CH2:27]C>C1(C)C=CC=CC=1.O>[CH3:8][C:6]1[CH:7]=[C:2]([C:25]#[C:26][CH3:27])[CH:3]=[C:4]([CH3:24])[C:5]=1[C:9]1[C:10](=[O:23])[CH:11]([CH2:16][C:17]2[CH:22]=[CH:21][CH:20]=[CH:19][N:18]=2)[CH2:12][C:13]=1[O:14][CH3:15]. Procedure details: To a degassed solution of rac-2-(4-bromo-2,6-dimethylphenyl)-3-methoxy-5-pyridin-2-ylmethylcyclopent-2-enone (1.0 g, 2.5 mmol) in toluene (10 ml) is added tributyl(1-propynyl)tin (1.55 ml, 5.18 mmol) and tetrakistriphenylphosphine palladium(0) (0.5 g, 0.5 mmol) under a nitrogen atmosphere. The reaction mixture is heated at 130°C. for 40 minutes under microwave irradiation, then diluted with distilled water (20 ml) and extracted with ethyl acetate (50 ml×2). The combined organic fractions are was... Reactants: CC#N, CN([SiH](C)C)[Si](C)(C)C, Clc1nc[nH]c1Cl. The product is C[Si](C)(C)n1cnc(Cl)c1Cl. Reaction SMILES: [CH3:17][C:18]#[N:19].[CH3:8][SiH:9]([CH3:10])[N:15]([Si:11]([CH3:12])([CH3:13])[CH3:14])[CH3:16].[Cl:1][c:2]1[n:3][cH:4][nH:5][c:6]1[Cl:7]>>[Cl:1][c:2]1[n:3]([Si:11]([CH3:12])([CH3:13])[CH3:14])[cH:4][n:5][c:6]1[Cl:7]. Starting materials: C(#C)C1=CC=C(C=C1)C=C (1-Ethynyl-4-vinyl-benzene), IC1=C(C=CC=C1)O (2-iodophenol). The product is C(=C)C1=CC=C(C=C1)C1=CC2=C(O1)C=CC=C2 (2-(4-Vinyl-phenyl)-benzo[b]furan). RXN SMILES: [C:1]([C:3]1[CH:8]=[CH:7][C:6]([CH:9]=[CH2:10])=[CH:5][CH:4]=1)#[CH:2].I[C:12]1[CH:17]=[CH:16][CH:15]=[CH:14][C:13]=1[OH:18]>>[CH:1]([C:3]1[CH:8]=[CH:7][C:6]([C:9]2[O:18][C:13]3[CH:14]=[CH:15][CH:16]=[CH:17][C:12]=3[CH:10]=2)=[CH:5][CH:4]=1)=[CH2:2]. Reported procedure: The general procedure was used to convert 1-Ethynyl-4-vinyl-benzene and 2-iodophenol to the title product. Purification by flash chromatography (hexanes as the eluent) gave the analytically pure product as a white solid (300 mg, 68% yield). 1H NMR (300 MHz, CDCl3) δ 7.79 (d, J=8.45, 2H), 7.56-7.44 (m, 4H), 7.29-7.19 (m, 2H), 6.98 (s, 1H), 6.74 (dd, J=10.93 and J=6.59, 1H), 5.78 (d, J=17.71, 1H), 5.28 (d, J=10.93, 1H). 13C NMR (75 MHz, CDCl3) δ 155.66, 154.87, 137.69, 136.26, 129.75, 129.22, 126.... The reactants are Cl (HCl), ClC=1C=CC=2N(N1)C(=CN2)C(C)(O)C=2C=C1C=CC=NC1=CC2F ((rac)-1-(6-Chloro-imidazo[1,2-b]pyridazin-3-yl)-1-(7-fluoro-quinolin-6-yl)-ethanol), O1C(CCCC1)OCCN1N=CC(=C1)B1OC(C(O1)(C)C)(C)C (1-[2-(Tetrahydro-pyran-2-yloxy)-ethyl]-4-(4,4,5,5-tetramethyl-[1,3,2]dioxaborolan-2-yl)-1H-pyrazole), C(=O)([O-])[O-].[K+].[K+] (K2CO3), C(=O)([O-])[O-].[Na+].[Na+] (Na2CO3). Reagents/catalysts: Cl[Pd]([P](C1=CC=CC=C1)(C2=CC=CC=C2)C3=CC=CC=C3)([P](C4=CC=CC=C4)(C5=CC=CC=C5)C6=CC=CC=C6)Cl (PdCl2(PPh3)2). Run in COCCOC (DME), CCOC(=O)C (EtOAc). Run at temperature 90 celsius, time 1.5 hour. Product: FC1=C(C=C2C=CC=NC2=C1)C(C)(O)C1=CN=C2N1N=C(C=C2)C=2C=NN(C2)CCO ((rac)-1-(7-Fluoro-quinolin-6-yl)-1-{6-[1-(2-hydroxy-ethyl)-1H-pyrazol-4-yl]-imidazo[1,2-b]pyridazin-3-yl}-ethanol). As a reaction SMILES: Cl[C:2]1[CH:3]=[CH:4][C:5]2[N:6]([C:8]([C:11]([C:14]3[CH:15]=[C:16]4[C:21](=[CH:22][C:23]=3[F:24])[N:20]=[CH:19][CH:18]=[CH:17]4)([OH:13])[CH3:12])=[CH:9][N:10]=2)[N:7]=1.O1CCCCC1[O:31][CH2:32][CH2:33][N:34]1[CH:38]=[C:37](B2OC(C)(C)C(C)(C)O2)[CH:36]=[N:35]1.C([O-])([O-])=O.[K+].[K+].C([O-])([O-])=O.[Na+].[Na+].Cl>COCCOC.Cl[Pd](Cl)([P](C1C=CC=CC=1)(C1C=CC=CC=1)C1C=CC=CC=1)[P](C1C=CC=CC=1)(C1C=CC=CC=1)C1C=CC=CC=1.CCOC(C)=O>[F:24][C:23]1[CH:22]=[C:21]2[C:16]([CH:17]=[CH:18][CH:19]=[N:20]2)=[CH:15][C:14]=1[C:11]([C:8]1[N:6]2[N:7]=[C:2]([C:37]3[CH:36]=[N:35][N:34]([CH2:33][CH2:32][OH:31])[CH:38]=3)[CH:3]=[CH:4][C:5]2=[N:10][CH:9]=1)([OH:13])[CH3:12] |f:2.3.4,5.6.7,^1:69,88|. Procedure details: (rac)-1-(6-Chloro-imidazo[1,2-b]pyridazin-3-yl)-1-(7-fluoro-quinolin-6-yl)-ethanol (Stage 174.1, 200 mg, 0.584 mmol) was dissolved in DME (4 mL) under argon atm. 1-[2-(Tetrahydro-pyran-2-yloxy)-ethyl]-4-(4,4,5,5-tetramethyl-[1,3,2]dioxaborolan-2-yl)-1H-pyrazole (Stage 171.4, 282 mg, 0.875 mmol) was added, followed by 2 M K2CO3 (0.79 mL) and PdCl2(PPh3)2 (20.5 mg, 0.029 mmol). The RM was stirred at 90° C. for 1.5 h. It was then taken into a mixture of EtOAc and 1 M Na2CO3 and extracted. The organ... The reactants are CN(C(=O)Cl)c1ccccc1, On1nccc1I. Product: CN(C(=O)On1nccc1I)c1ccccc1. Reaction SMILES: [CH3:8][N:9]([C:10](=[O:11])[Cl:12])[c:13]1[cH:14][cH:15][cH:16][cH:17][cH:18]1.[OH:1][n:2]1[n:3][cH:4][cH:5][c:6]1[I:7]>>[O:1]([n:2]1[n:3][cH:4][cH:5][c:6]1[I:7])[C:10]([N:9]([CH3:8])[c:13]1[cH:14][cH:15][cH:16][cH:17][cH:18]1)=[O:11]. Yields the product BrC1=CC(=C(OCC2C[N@@+](CCC2)(C)[O-])C(=C1)C)C ((S)-3-(4-bromo-2,6-dimethylphenoxymethyl)-1-methylpiperidine-N-oxide). The reactants are Cl.BrC1=CC(=C(OC[C@@H]2CN(CCC2)C)C(=C1)C)C ((S)-3-(4-Bromo-2,6-dimethylphenoxymethyl)-1-methylpiperidine hydrochloride), CCOCC (ether), [OH-].[Na+] (sodium hydroxide), ClC1=CC(=CC=C1)C(=O)OO (m-chloroperbenzoic acid). Run in ClCCl (dichloromethane), ClCCl (dichloromethane). Reaction SMILES: Cl.[Br:2][C:3]1[CH:17]=[C:16]([CH3:18])[C:6]([O:7][CH2:8][C@H:9]2[CH2:14][CH2:13][CH2:12][N:11]([CH3:15])[CH2:10]2)=[C:5]([CH3:19])[CH:4]=1.CC[O:22]CC.[OH-].[Na+].ClC1C=CC=C(C(OO)=O)C=1>ClCCl>[Br:2][C:3]1[CH:17]=[C:16]([CH3:18])[C:6]([O:7][CH2:8][CH:9]2[CH2:14][CH2:13][CH2:12][N@@+:11]([O-:22])([CH3:15])[CH2:10]2)=[C:5]([CH3:19])[CH:4]=1 |f:0.1,3.4|. Reaction conditions: time 30 minute. Procedure: (S)-3-(4-Bromo-2,6-dimethylphenoxymethyl)-1-methylpiperidine hydrochloride (338 mg, 0.97 mmol) was partitioned between ether and aqueous sodium hydroxide. The ether was dried and concentrated to give an oil which was dissolved in dichloromethane (10 mL). To this solution was added m-chloroperbenzoic acid (327 mg, 50-60%). After 30 minutes, the reaction mixture was diluted with dichloromethane, then washed once with 10% aqueous sodium thiosulfate and three times with aqueous sodium bicarbonate. A... The reactants are C(C)O[C@@H]1[C@@H](CN(C1)C1=NC=CC=N1)NC1=NC(=C(N=C1CC)C=1C(=NC(=CC1)OC)C)CC (N-[(3R,4S)-4-ethoxy-1-pyrimidin-2-ylpyrrolidin-3-yl]-3,6-diethyl-5-(6-methoxy-2-methylpyridin-3-yl)pyrazin-2-amine), CN(C1=CC(=C(C=N1)C=1N=C(C(=NC1CC)N[C@@H]1CNC[C@@H]1OCC)CC)C)C (5-[6-(dimethylamino)-4-methylpyridin-3-yl]-N-[(3R,4S)-4-ethoxypyrrolidin-3-yl]-3,6-diethylpyrazin-2-amine). The product is CN(C1=CC(=C(C=N1)C=1N=C(C(=NC1CC)N[C@@H]1CN(C[C@@H]1OCC)C1=NC=CC=N1)CC)C)C (5-[6-(dimethylamino)-4-methylpyridin-3-yl]-N-[(3R,4S)-4-ethoxy-1-pyrimidin-2-ylpyrrolidin-3-yl]-3,6-diethylpyrazin-2-amine). Reaction SMILES: C(O[C@H]1CN([C:9]2[N:14]=[CH:13][CH:12]=[CH:11][N:10]=2)C[C@H]1NC1C(CC)=NC(C2C(C)=NC(OC)=CC=2)=C(CC)N=1)C.[CH3:35][N:36]([CH3:63])[C:37]1[N:42]=[CH:41][C:40]([C:43]2[N:44]=[C:45]([CH2:60][CH3:61])[C:46]([NH:51][C@H:52]3[C@@H:56]([O:57][CH2:58][CH3:59])[CH2:55][NH:54][CH2:53]3)=[N:47][C:48]=2[CH2:49][CH3:50])=[C:39]([CH3:62])[CH:38]=1>>[CH3:63][N:36]([CH3:35])[C:37]1[N:42]=[CH:41][C:40]([C:43]2[N:44]=[C:45]([CH2:60][CH3:61])[C:46]([NH:51][C@H:52]3[C@@H:56]([O:57][CH2:58][CH3:59])[CH2:55][N:54]([C:9]4[N:14]=[CH:13][CH:12]=[CH:11][N:10]=4)[CH2:53]3)=[N:47][C:48]=2[CH2:49][CH3:50])=[C:39]([CH3:62])[CH:38]=1. Reported procedure: Following the procedure for the preparation of N-[(3R,4S)-4-ethoxy-1-pyrimidin-2-ylpyrrolidin-3-yl]-3,6-diethyl-5-(6-methoxy-2-methylpyridin-3-yl)pyrazin-2-amine but substituting 5-[6-(dimethylamino)-4-methylpyridin-3-yl]-N-[(3R,4S)-4-ethoxypyrrolidin-3-yl]-3,6-diethylpyrazin-2-amine provided the title compound as an amporphous solid: 1H NMR (400 MHz, CDCl3) δ) 8.36, 7.99, 6.53, 6.46, 5.19, 4.91, 4.22, 3.95, 3.73, 3.58–3.44, 3.13, 2.71, 2.54, 2.12, 1.32–1.26, 1.16; IR (diffuse reflectance) 2969,... The reactants are ClC=1C=C(C=CC1SCCCOC1=C(C(=C(C=C1)C(CC)=NO)O)CCC)CC(=O)OC (methyl 3-chloro-4-(3-(2-propyl-3-hydroxy-4-(1-hydroxyiminopropyl)phenoxy)propylthio)phenylacetate), C(C)(=O)OC(C)=O (acetic anhydride). Yields the product ClC=1C=C(C=CC1SCCCOC1=C(C(=C(C=C1)C(CC)=NOC(C)=O)O)CCC)CC(=O)OC (methyl 3-chloro-4-(3-(2-propyl-3-hydroxy-4-(1-acetoxyiminopropyl)phenoxy)propylthio)phenylacetate). Reaction SMILES: [Cl:1][C:2]1[CH:3]=[C:4]([CH2:28][C:29]([O:31][CH3:32])=[O:30])[CH:5]=[CH:6][C:7]=1[S:8][CH2:9][CH2:10][CH2:11][O:12][C:13]1[CH:18]=[CH:17][C:16]([C:19](=[N:22][OH:23])[CH2:20][CH3:21])=[C:15]([OH:24])[C:14]=1[CH2:25][CH2:26][CH3:27].[C:33](OC(=O)C)(=[O:35])[CH3:34]>>[Cl:1][C:2]1[CH:3]=[C:4]([CH2:28][C:29]([O:31][CH3:32])=[O:30])[CH:5]=[CH:6][C:7]=1[S:8][CH2:9][CH2:10][CH2:11][O:12][C:13]1[CH:18]=[CH:17][C:16]([C:19](=[N:22][O:23][C:33](=[O:35])[CH3:34])[CH2:20][CH3:21])=[C:15]([OH:24])[C:14]=1[CH2:25][CH2:26][CH3:27]. Procedure: A solution of methyl 3-chloro-4-(3-(2-propyl-3-hydroxy-4-(1-hydroxyiminopropyl)phenoxy)propylthio)phenyl acetate (Step C; 5.96 grams) in acetic anhydride (50 mL) was stirred for 16 hours. The solvent was removed in vacuo. The remaining residue was dissolved in isopropyl acetate and washed with pH 7 buffer. The organic phase was dried over magnesium sulfate, filtered and evaporated. The title compound was used without further purification. The product is Cc1ccc(-c2ccc3c(c2)C=C(CBr)CCO3)cc1. Reaction SMILES: [C:40]([Br:41])([Br:42])([Br:43])[Br:44].[C:45](=[O:46])([OH:47])[O-:48].[Cl:50][CH2:51][Cl:52].[Na+:49].[OH:1][CH2:2][C:3]1=[CH:9][c:8]2[c:7]([cH:13][cH:12][c:11](-[c:14]3[cH:15][cH:16][c:17]([CH3:20])[cH:18][cH:19]3)[cH:10]2)[O:6][CH2:5][CH2:4]1.[c:21]1([P:22]([c:23]2[cH:24][cH:25][cH:26][cH:27][cH:28]2)[c:29]2[cH:30][cH:31][cH:32][cH:33][cH:34]2)[cH:35][cH:36][cH:37][cH:38][cH:39]1>>[CH2:2]([C:3]1=[CH:9][c:8]2[c:7]([cH:13][cH:12][c:11](-[c:14]3[cH:15][cH:16][c:17]([CH3:20])[cH:18][cH:19]3)[cH:10]2)[O:6][CH2:5][CH2:4]1)[Br:41]. Starting materials: BrC(Br)(Br)Br, O=C([O-])O, ClCCl, [Na+], Cc1ccc(-c2ccc3c(c2)C=C(CO)CCO3)cc1, c1ccc(P(c2ccccc2)c2ccccc2)cc1.